The task is: describe an organic reaction: reactants, conditions, products, and yield. This data is from the Open Reaction Database (ORD), a public repository of structured organic reaction records. Reactants: CC#CCOc1ccc(S(=O)(=O)C2(C(=O)O)CCN(C(=O)c3cccnc3)CC2)cc1, CN1CCOCC1, CN(C)C=O, NO. Yields the product CC#CCOc1ccc(S(=O)(=O)C2(C(=O)NO)CCN(C(=O)c3cccnc3)CC2)cc1. Reaction SMILES: [CH2:1]([C:2]#[C:3][CH3:4])[O:5][c:6]1[cH:7][cH:8][c:9]([S:12](=[O:13])(=[O:14])[C:15]2([C:29](=[O:30])[OH:31])[CH2:16][CH2:17][N:18]([C:21](=[O:22])[c:23]3[cH:24][n:25][cH:26][cH:27][cH:28]3)[CH2:19][CH2:20]2)[cH:10][cH:11]1.[CH3:32][N:33]1[CH2:34][CH2:35][O:36][CH2:37][CH2:38]1.[CH3:41][N:42]([CH3:43])[CH:44]=[O:45].[NH2:39][OH:40]>>[CH2:1]([C:2]#[C:3][CH3:4])[O:5][c:6]1[cH:7][cH:8][c:9]([S:12](=[O:13])(=[O:14])[C:15]2([C:29](=[O:30])[NH:39][OH:40])[CH2:16][CH2:17][N:18]([C:21](=[O:22])[c:23]3[cH:24][n:25][cH:26][cH:27][cH:28]3)[CH2:19][CH2:20]2)[cH:10][cH:11]1. Reactants: Clc1ncnc2cc(Br)sc12, C1CCOC1, C#C[Si](C)(C)C, [Cu]I. The product is C[Si](C)(C)C#Cc1cc2ncnc(Cl)c2s1. As a reaction SMILES: [Br:1][c:2]1[cH:3][c:4]2[n:5][cH:6][n:7][c:8]([Cl:11])[c:9]2[s:10]1.[CH2:18]1[O:19][CH2:20][CH2:21][CH2:22]1.[CH3:12][Si:13]([CH3:14])([CH3:15])[C:16]#[CH:17].[Cu:23][I:24]>>[c:2]1([C:17]#[C:16][Si:13]([CH3:12])([CH3:14])[CH3:15])[cH:3][c:4]2[n:5][cH:6][n:7][c:8]([Cl:11])[c:9]2[s:10]1. Reaction SMILES: [CH2:1]1[O:43][C:4]2=[CH:5][C:6]3[C:19]4[N:18](C)[CH:17]([CH2:21][CH2:22][CH2:23][O:24][Si:25]([C:28]([CH3:31])([CH3:30])[CH3:29])([CH3:27])[CH3:26])[C:16]5[C:11](=[CH:12][CH:13]=[C:14]([O:40][CH3:41])[C:15]=5[O:32][CH2:33][C:34]5[CH:39]=[CH:38][CH:37]=[CH:36][CH:35]=5)[C:10]=4[CH:9]=[CH:8][C:7]=3[CH:42]=[C:3]2[O:2]1>C1(C)C=CC=CC=1.[O-2].[O-2].[Mn+4]>[CH2:1]1[O:43][C:4]2=[CH:5][C:6]3[C:19]4[C:10](=[C:11]5[C:16](=[C:17]([CH2:21][CH2:22][CH2:23][O:24][Si:25]([C:28]([CH3:31])([CH3:30])[CH3:29])([CH3:27])[CH3:26])[N:18]=4)[C:15]([O:32][CH2:33][C:34]4[CH:39]=[CH:38][CH:37]=[CH:36][CH:35]=4)=[C:14]([O:40][CH3:41])[CH:13]=[CH:12]5)[CH:9]=[CH:8][C:7]=3[CH:42]=[C:3]2[O:2]1 |f:2.3.4|. Run in C1(=CC=CC=C1)C (toluene). Starting materials: C1OC=2C(=CC3=C(C=CC=4C5=CC=C(C(=C5C(N(C34)C)CCCO[Si](C)(C)C(C)(C)C)OCC3=CC=CC=C3)OC)C2)O1 (2,3-(methylenedioxy)-5-methyl-6-[3-(t-butyldimethylsiloxy)propyl]-7-benzyloxy-8-methoxy-5, 6-dihydrobenzo[c]phenanthridine). The yield is 53.8%. Procedure: After 2,3-(methylenedioxy)-5-methyl-6-[3-(t-butyldimethylsiloxy)propyl]-7-benzyloxy-8-methoxy-5, 6-dihydrobenzo[c]phenanthridine (871 mg, 1.46 mmol) was dissolved in toluene (30 mL), activated manganese dioxide (4.36 g) was added to the solution. The mixture was stirred at 100° C. for 2 hours. Manganese dioxide was removed by filtration. Thereafter, the filtrate was concentrated in vacuo. The resulting residue was purified by silica gel column chromatography (eluted with 33-66% methylene chlorid... Yields the product C1OC=2C(=CC3=C(C=CC4=C5C=CC(=C(C5=C(N=C34)CCCO[Si](C)(C)C(C)(C)C)OCC3=CC=CC=C3)OC)C2)O1 (2,3-(methylenedioxy)-6-[3-(t-butyldimethylsiloxy)propyl]-7-benzyloxy-8-methoxy-benzo[c]phenanthridine). Reagents/catalysts: [O-2].[O-2].[Mn+4] (manganese dioxide). Reaction conditions: temperature 100 celsius, time 2 hour. The reactants are C(C)OC(=O)C1(CC1)C1=CC=C(C=C1)C1=CC=C(C=C1)C1=C(C(=NO1)C)CN (1-[4′-(4-aminomethyl-3-methyl-isoxazol-5-yl)-biphenyl-4-yl]-cyclopropanecarboxylic acid ethyl ester), C1(=CC=CC=C1)C1(CC1)C(=O)O (1-phenyl-cyclopropanecarboxylic acid). Yields the product C(C)OC(=O)C1(CC1)C1=CC=C(C=C1)C1=CC=C(C=C1)C1=C(C(=NO1)C)CNC(=O)C1(CC1)C1=CC=CC=C1 (1-[4′-(3-Methyl-4-{[(1-phenyl-cyclopropanecarbonyl)-amino]-methyl}-isoxazol-5-yl)-biphenyl-4-yl]-cyclopropanecarboxylic acid ethyl ester). RXN SMILES: [CH2:1]([O:3][C:4]([C:6]1([C:9]2[CH:14]=[CH:13][C:12]([C:15]3[CH:20]=[CH:19][C:18]([C:21]4[O:25][N:24]=[C:23]([CH3:26])[C:22]=4[CH2:27][NH2:28])=[CH:17][CH:16]=3)=[CH:11][CH:10]=2)[CH2:8][CH2:7]1)=[O:5])[CH3:2].[C:29]1([C:35]2([C:38](O)=[O:39])[CH2:37][CH2:36]2)[CH:34]=[CH:33][CH:32]=[CH:31][CH:30]=1>>[CH2:1]([O:3][C:4]([C:6]1([C:9]2[CH:10]=[CH:11][C:12]([C:15]3[CH:20]=[CH:19][C:18]([C:21]4[O:25][N:24]=[C:23]([CH3:26])[C:22]=4[CH2:27][NH:28][C:38]([C:35]4([C:29]5[CH:34]=[CH:33][CH:32]=[CH:31][CH:30]=5)[CH2:37][CH2:36]4)=[O:39])=[CH:17][CH:16]=3)=[CH:13][CH:14]=2)[CH2:8][CH2:7]1)=[O:5])[CH3:2]. Procedure: Prepared according to the procedure described in Example 33, Step 4, using 1-[4′-(4-aminomethyl-3-methyl-isoxazol-5-yl)-biphenyl-4-yl]-cyclopropanecarboxylic acid ethyl ester and 1-phenyl-cyclopropanecarboxylic acid. The reactants are solid, Cl.Cl.O1C=C(C=C2C1=CC=C2)C2N(CCCC2)CC[C@@H]2CC[C@H](CC2)N (trans-4-[2-(4-benzofuran-3-yl-piperidin-1-yl)-ethyl]-cyclohexylamine dihydrochloride), Cl.Cl.O1C=C(C=C2C1=CC=C2)C2N(CCCC2)CC[C@@H]2CC[C@H](CC2)N (trans-4-[2-(4-benzofuran-3-yl-piperidin-1-yl)-ethyl]-cyclohexylamine dihydrochloride), CC(C(=O)O)(C)C (2,2-dimethyl-propionic acid). The product is O1C=C(C=C2C1=CC=C2)C2N(CCCC2)CC[C@@H]2CC[C@H](CC2)NC(C(C)(C)C)=O (trans-N-{4-[2-(4-Benzofuran-3-yl-piperidin-1-yl)-ethyl]-cyclohexyl}-2,2-dimethyl-propionamide). RXN SMILES: Cl.Cl.[O:3]1[C:8]2=[CH:9][CH:10]=[CH:11][C:7]2=[CH:6][C:5]([CH:12]2[CH2:17][CH2:16][CH2:15][CH2:14][N:13]2[CH2:18][CH2:19][C@H:20]2[CH2:25][CH2:24][C@H:23]([NH2:26])[CH2:22][CH2:21]2)=[CH:4]1.[CH3:27][C:28]([CH3:33])([CH3:32])[C:29](O)=[O:30]>>[O:3]1[C:8]2=[CH:9][CH:10]=[CH:11][C:7]2=[CH:6][C:5]([CH:12]2[CH2:17][CH2:16][CH2:15][CH2:14][N:13]2[CH2:18][CH2:19][C@H:20]2[CH2:21][CH2:22][C@H:23]([NH:26][C:29](=[O:30])[C:28]([CH3:33])([CH3:32])[CH3:27])[CH2:24][CH2:25]2)=[CH:4]1 |f:0.1.2|. Procedure details: The title compound, white solid (76 mg, 74%), MS (ISP) m/z=411.5 [(M+H)+], mp 157° C., was prepared in accordance with the general method of example 1 from trans-4-[2-(4-benzofuran-3-yl-piperidin-1-yl)-ethyl]-cyclohexylamine dihydrochloride (intermediate A) (100 mg, 0.25 mmol) and 2,2-dimethyl-propionic acid.